From a dataset of the Open Reaction Database (ORD), a public repository of structured organic reaction records. describe an organic reaction: reactants, conditions, products, and yield Reactants: BrC=1C=C2C(=CNC2=CC1)C[C@@H]1NCCC1 (5-bromo-3-(2(R)-pyrrolidinylmethyl)-1H-indole), C1(CC1)CBr (cyclopropylmethyl bromide), C([O-])([O-])=O.[Na+].[Na+] (sodium carbonate), [I-].[Na+] (sodium iodide). The solvent is COCCOC (1,2-dimethoxyethane). Yields the product BrC=1C=C2C(=CNC2=CC1)C[C@@H]1N(CCC1)CC1CC1 (5-Bromo-3-(N-cyclopropylmethyl-2(R)-pyrrolidinylmethyl)-1H-indole). The yield is 99.5%. RXN SMILES: [Br:1][C:2]1[CH:3]=[C:4]2[C:8](=[CH:9][CH:10]=1)[NH:7][CH:6]=[C:5]2[CH2:11][C@H:12]1[CH2:16][CH2:15][CH2:14][NH:13]1.[CH:17]1([CH2:20]Br)[CH2:19][CH2:18]1.C(=O)([O-])[O-].[Na+].[Na+].[I-].[Na+]>COCCOC>[Br:1][C:2]1[CH:3]=[C:4]2[C:8](=[CH:9][CH:10]=1)[NH:7][CH:6]=[C:5]2[CH2:11][C@H:12]1[CH2:16][CH2:15][CH2:14][N:13]1[CH2:20][CH:17]1[CH2:19][CH2:18]1 |f:2.3.4,5.6|. Reported procedure: A stirred mixture of 5-bromo-3-(2(R)-pyrrolidinylmethyl)-1H-indole (Preparation 2; 1.84 g, 6.3 mmol), cyclopropylmethyl bromide (0.67 ml, 6.9 mmol), anhydrous sodium carbonate (0.73 g, 6.9 mmol), sodium iodide (1.0 g, 6.7 mmol) and 1,2-dimethoxyethane (10 ml), under nitrogen, was heated under reflux for 14 hours, allowed to cool, then partitioned between ethyl acetate and 2M aqueous sodium carbonate solution. The organic phase was separated, washed with 2M aqueous sodium carbonate solution, drie... Reactants: C1CCOC1, S=C(Cl)Cl, [K+], [K+], Nc1csc(OC(C(=O)O)=C(O)C(=O)O)c1, O=C([O-])[O-]. Product: O=C(O)C(O)=C(Oc1cc(N=C=S)cs1)C(=O)O. As a reaction SMILES: [CH2:27]1[O:28][CH2:29][CH2:30][CH2:31]1.[Cl:23][C:24]([Cl:25])=[S:26].[K+:17].[K+:18].[NH2:1][c:2]1[cH:3][c:4]([O:7][C:8]([C:9](=[O:10])[OH:11])=[C:12]([C:13](=[O:14])[OH:15])[OH:16])[s:5][cH:6]1.[O-:19][C:20]([O-:21])=[O:22]>>[N:1]([c:2]1[cH:3][c:4]([O:7][C:8]([C:9](=[O:10])[OH:11])=[C:12]([C:13](=[O:14])[OH:15])[OH:16])[s:5][cH:6]1)=[C:24]=[S:26]. Starting materials: BrC=1C=C2C(=C(C=NC2=CC1)C(=O)C1CC1)N1CCC(CC1)C(C)N(C)C ((6-bromo-4-{4-[1-(dimethylamino)ethyl]piperidin-1-yl}quinolin-3-yl)(cyclopropyl)methanone), ClC1=C(C(=CC(=C1)B1OC(C(O1)(C)C)(C)C)OC)O (2-chloro-6-methoxy-4-(4,4,5,5-tetramethyl-1,3,2-dioxaborolan-2-yl)phenol). Yields the product ClC=1C=C(C=C(C1O)OC)C=1C=C2C(=C(C=NC2=CC1)C(=O)C1CC1)N1CCC(CC1)C(C)N(C)C ([6-(3-Chloro-4-hydroxy-5-methoxyphenyl)-4-{4-[1-(dimethylamino)ethyl]piperidin-1-yl}quinolin-3-yl](cyclopropyl)methanone). Yield: 56.0%. As a reaction SMILES: Br[C:2]1[CH:3]=[C:4]2[C:9](=[CH:10][CH:11]=1)[N:8]=[CH:7][C:6]([C:12]([CH:14]1[CH2:16][CH2:15]1)=[O:13])=[C:5]2[N:17]1[CH2:22][CH2:21][CH:20]([CH:23]([N:25]([CH3:27])[CH3:26])[CH3:24])[CH2:19][CH2:18]1.[Cl:28][C:29]1[CH:34]=[C:33](B2OC(C)(C)C(C)(C)O2)[CH:32]=[C:31]([O:44][CH3:45])[C:30]=1[OH:46]>>[Cl:28][C:29]1[CH:34]=[C:33]([C:2]2[CH:3]=[C:4]3[C:9](=[CH:10][CH:11]=2)[N:8]=[CH:7][C:6]([C:12]([CH:14]2[CH2:16][CH2:15]2)=[O:13])=[C:5]3[N:17]2[CH2:22][CH2:21][CH:20]([CH:23]([N:25]([CH3:27])[CH3:26])[CH3:24])[CH2:19][CH2:18]2)[CH:32]=[C:31]([O:44][CH3:45])[C:30]=1[OH:46]. Reported procedure: Following general procedure F, (6-bromo-4-{4-[1-(dimethylamino)ethyl]piperidin-1-yl}quinolin-3-yl)(cyclopropyl)methanone (50 mg, 0.116 mmol) was reacted with 2-chloro-6-methoxy-4-(4,4,5,5-tetramethyl-1,3,2-dioxaborolan-2-yl)phenol (49 mg, 0.173 mmol) to afford the desired product (33 mg, 56%) as a yellow-green solid: 1H NMR (500 MHz, CD3OD) δ 8.74 (s, 1H), 8.30 (d, J=1.6 Hz, 1H), 8.07-7.97 (m, 2H), 7.32 (d, J=2.1 Hz, 1H), 7.25 (d, J=2.1 Hz, 1H), 4.00 (s, 3H), 3.55 (d, J=12.2 Hz, 2H), 3.19 (dd, J... As a reaction SMILES: [C:1]1([CH:7]2[CH2:11][CH2:10][NH:9][CH2:8]2)[CH:6]=[CH:5][CH:4]=[CH:3][CH:2]=1.[CH:12]([C:14]1[CH:28]=[CH:27][C:17]([O:18][C:19]2[CH:26]=[CH:25][C:22]([C:23]#[N:24])=[CH:21][N:20]=2)=[C:16]([O:29][CH2:30][CH3:31])[CH:15]=1)=O.C(O[BH-](OC(=O)C)OC(=O)C)(=O)C.[Na+].C(O)(=O)C>ClCCCl.C(OCC)(=O)C>[CH2:30]([O:29][C:16]1[CH:15]=[C:14]([CH2:12][N:9]2[CH2:10][CH2:11][CH:7]([C:1]3[CH:6]=[CH:5][CH:4]=[CH:3][CH:2]=3)[CH2:8]2)[CH:28]=[CH:27][C:17]=1[O:18][C:19]1[CH:26]=[CH:25][C:22]([C:23]#[N:24])=[CH:21][N:20]=1)[CH3:31] |f:2.3|. Starting materials: C1(=CC=CC=C1)C1CNCC1 (3-phenyl-pyrollidine), C(C)(=O)O (acetic acid), C(=O)C1=CC(=C(OC2=NC=C(C#N)C=C2)C=C1)OCC (6-(4-formyl-2-ethoxy-phenoxy)-nicotinonitrile), C(C)(=O)O[BH-](OC(C)=O)OC(C)=O.[Na+] (sodium triacetoxyborohydride). Reported procedure: Using a method similar to Example 365 step 2, and using 3-phenyl-pyrollidine (0.150 g, 1.02 mmol), 6-(4-formyl-2-ethoxy-phenoxy)-nicotinonitrile (0.201 g, 0.749 mmol), sodium triacetoxyborohydride (0.237 g, 1.12 mmol), and acetic acid (0.064 mL, 1.12 mmol) in 1,2-dichloroethane (7.5 mL), after silica gel chromatography (1:1 hexanes:ethyl acetate), provides 0.182 g (61%) of the title compound as a clear syrup: mass spectrum (electrospray): m/z=400.2 (M+1); 1H NMR (CDCl3): 8.41 (d, 1H, J=2.0 Hz), ... Run in hexanes, C(C)(=O)OCC (ethyl acetate), ClCCCl (1,2-dichloroethane). Isolated yield 60.8%. The product is C(C)OC1=C(OC2=NC=C(C#N)C=C2)C=CC(=C1)CN1CC(CC1)C1=CC=CC=C1 ((±)-6-[2-Ethoxy-4-(3-phenyl-pyrrolidin-1-ylmethyl)-phenoxy]-nicotinonitrile).